This data is from the Open Reaction Database (ORD), a public repository of structured organic reaction records. The task is: describe an organic reaction: reactants, conditions, products, and yield Starting materials: CCOC(=O)c1c(Cl)c2cc(Cl)cnc2n(Cc2ccc(OC)cc2)c1=O, O=C(O)C(F)(F)F. Product: CCOC(=O)c1c(Cl)c2cc(Cl)cnc2[nH]c1=O. Reaction SMILES: [CH2:1]([CH3:2])[O:3][C:4](=[O:5])[c:6]1[c:7](=[O:27])[n:8]([CH2:18][c:19]2[cH:20][cH:21][c:22]([O:23][CH3:24])[cH:25][cH:26]2)[c:9]2[n:10][cH:11][c:12]([Cl:17])[cH:13][c:14]2[c:15]1[Cl:16].[F:28][C:29]([F:30])([F:31])[C:32]([OH:33])=[O:34]>>[CH2:1]([CH3:2])[O:3][C:4](=[O:5])[c:6]1[c:7](=[O:27])[nH:8][c:9]2[n:10][cH:11][c:12]([Cl:17])[cH:13][c:14]2[c:15]1[Cl:16]. Starting materials: NC(=O)OCC1c2c(O)cc(C=O)cc2N2CC3NC3C1(O)O2, Cl, [Na+], [OH-]. Product: C=C1c2c(O)cc(C=O)cc2N2CC3NC3C1(O)O2. Reaction SMILES: [C:1](=[O:2])([O:3][CH2:4][CH:5]1[c:6]2[c:7]([OH:22])[cH:8][c:9]([CH:20]=[O:21])[cH:10][c:11]2[N:12]2[CH2:13][CH:14]3[NH:15][CH:16]3[C:17]1([OH:19])[O:18]2)[NH2:23].[ClH:24].[Na+:26].[OH-:25]>>[CH2:4]=[C:5]1[c:6]2[c:7]([OH:22])[cH:8][c:9]([CH:20]=[O:21])[cH:10][c:11]2[N:12]2[CH2:13][CH:14]3[NH:15][CH:16]3[C:17]1([OH:19])[O:18]2. Reactants: C(CCC)N1C(=C(C2=CC=CC=C12)C(=O)C1=C(C(=O)O)C=CC=C1)C (2-[(1-n-butyl-2-methyl-3-indolyl)carbonyl]benzoic acid), C(C)N(C1=CC(=CC=C1)N(CC)CC)CC (N,N,N',N'-tetraethyl-m-phenylenediamine). The product is C(C)N(C1=C(C=CC(=C1)N(CC)CC)C1(OC(=O)C2=CC=CC=C12)C1=C(N(C2=CC=CC=C12)CCCC)C)CC (3-[2,4-bis(diethylamino)phenyl]-3-(1-n-butyl-2-methyl-3-indolyl)phthalide), Formula III. As a reaction SMILES: [CH2:1]([N:5]1[C:13]2[C:8](=[CH:9][CH:10]=[CH:11][CH:12]=2)[C:7]([C:14]([C:16]2[CH:24]=[CH:23][CH:22]=[CH:21][C:17]=2[C:18]([OH:20])=[O:19])=O)=[C:6]1[CH3:25])[CH2:2][CH2:3][CH3:4].[CH2:26]([N:28]([CH2:40][CH3:41])[C:29]1[CH:34]=[CH:33][CH:32]=[C:31]([N:35]([CH2:38][CH3:39])[CH2:36][CH3:37])[CH:30]=1)[CH3:27]>>[CH2:36]([N:35]([CH2:38][CH3:39])[C:31]1[CH:30]=[C:29]([N:28]([CH2:26][CH3:27])[CH2:40][CH3:41])[CH:34]=[CH:33][C:32]=1[C:14]1([C:7]2[C:8]3[C:13](=[CH:12][CH:11]=[CH:10][CH:9]=3)[N:5]([CH2:1][CH2:2][CH2:3][CH3:4])[C:6]=2[CH3:25])[C:16]2[C:17](=[CH:21][CH:22]=[CH:23][CH:24]=2)[C:18](=[O:20])[O:19]1)[CH3:37]. Reported procedure: In a manner similar to that described in part B above, 3.35 g (0.01 mole) of 2-[(1-n-butyl-2-methyl-3-indolyl)carbonyl]benzoic acid and 2.42 g (0.011 mole) of N,N,N',N'-tetraethyl-m-phenylenediamine were interacted to obtain 3-[2,4-bis(diethylamino)phenyl]-3-(1-n-butyl-2-methyl-3-indolyl)phthalide (Formula III: R0 =R1 =R2 =R3 =Y1 =H; R=CH2CH3 ; R4 =N(CH2CH3)2 ; R5 =CH3 ; R6 =(CH2)3CH3), as tan-colored crystals which melted at 78°-80° C. A toluene solution of the product spotted on silica gel dev... Reactants: C[Mg]Br (Methylmagnesium bromide), FC1=CC=C(C=C1)[C@@H]1[C@H](C1)C(=O)N(C)OC ((1S,2S)-2-(4-fluorophenyl)-N-methoxy-N-methyl cyclopropanecarboxamide), C[Mg]Br (methylmagnesium bromide). Solvent: C1CCOC1 (THF). Run at time 2 hour. The product is FC1=CC=C(C=C1)[C@@H]1[C@H](C1)C(C)=O ((1S,2S)-1-(2-(4-fluorophenyl)cyclopropyl)ethanone), oil. Isolated yield 95.0%. As a reaction SMILES: [CH3:1][Mg]Br.[F:4][C:5]1[CH:10]=[CH:9][C:8]([C@H:11]2[CH2:13][C@@H:12]2[C:14](N(OC)C)=[O:15])=[CH:7][CH:6]=1>C1COCC1>[F:4][C:5]1[CH:10]=[CH:9][C:8]([C@H:11]2[CH2:13][C@@H:12]2[C:14](=[O:15])[CH3:1])=[CH:7][CH:6]=1. Procedure details: Methylmagnesium bromide (0.717 mL, 3M in ether, 2.150 mmol) was added dropwise to a 0° C. solution of (1S,2S)-2-(4-fluorophenyl)-N-methoxy-N-methyl cyclopropanecarboxamide (400 mg, 1.792 mmol) in THF (15 mL). After 2 h, an additional equivalent of methylmagnesium bromide (0.717 mL, 2.150 mmol) was added. The reaction was slowly quenched with sat'd ammonium chloride (2 mL). The mixture was diluted with EtOAc, washed with H2O, washed with brine, dried over magnesium sulfate, and concentrated to gi... Reactants: [Al+3], ClCCl, [Cl-], [Cl-], [Cl-], C=C(Cl)Cl, Cl, O=C(Cl)c1cc(F)c(F)cc1F. Product: O=C(C=C(Cl)Cl)c1cc(F)c(F)cc1F. Reaction SMILES: [Al+3:18].[CH2:22]([Cl:23])[Cl:24].[Cl-:17].[Cl-:19].[Cl-:20].[Cl:13][C:14](=[CH2:15])[Cl:16].[ClH:21].[F:1][c:2]1[c:3]([C:4](=[O:5])[Cl:6])[cH:7][c:8]([F:12])[c:9]([F:11])[cH:10]1>>[F:1][c:2]1[c:3]([C:4](=[O:5])[CH:15]=[C:14]([Cl:13])[Cl:16])[cH:7][c:8]([F:12])[c:9]([F:11])[cH:10]1. Reactants: CC(=O)O[BH-](OC(C)=O)OC(C)=O, O=C([O-])O, ClCCl, CC(=O)O, CN1CCCC1=O, O=C1NC(=O)c2ccc(I)cc2C1=CNc1ccc(N2CCNCC2)cc1, [Na+], [Na+], O=Cc1ccoc1. The product is O=C1NC(=O)c2ccc(I)cc2C1=CNc1ccc(N2CCN(Cc3ccoc3)CC2)cc1. As a reaction SMILES: [C:28]([O:29][BH-:30]([O:31][C:32](=[O:33])[CH3:34])[O:35][C:36](=[O:37])[CH3:38])(=[O:39])[CH3:40].[C:53](=[O:54])([OH:55])[O-:56].[CH2:65]([Cl:66])[Cl:67].[CH3:49][C:50](=[O:51])[OH:52].[CH3:58][N:59]1[CH2:60][CH2:61][CH2:62][C:63]1=[O:64].[I:1][c:2]1[cH:3][c:4]2[c:9]([cH:10][cH:11]1)[C:8](=[O:12])[NH:7][C:6](=[O:13])[C:5]2=[CH:14][NH:15][c:16]1[cH:17][cH:18][c:19]([N:22]2[CH2:23][CH2:24][NH:25][CH2:26][CH2:27]2)[cH:20][cH:21]1.[Na+:41].[Na+:57].[o:42]1[cH:43][c:44]([CH:47]=[O:48])[cH:45][cH:46]1>>[I:1][c:2]1[cH:3][c:4]2[c:9]([cH:10][cH:11]1)[C:8](=[O:12])[NH:7][C:6](=[O:13])[C:5]2=[CH:14][NH:15][c:16]1[cH:17][cH:18][c:19]([N:22]2[CH2:23][CH2:24][N:25]([CH2:47][c:44]3[cH:43][o:42][cH:46][cH:45]3)[CH2:26][CH2:27]2)[cH:20][cH:21]1. Reactants: O=C(N=C=S)c1ccccc1, ClC(Cl)Cl, NCCSCc1ccccn1. Product: O=C(NC(=S)NCCSCc1ccccn1)c1ccccc1. Reaction SMILES: [C:12]([c:13]1[cH:14][cH:15][cH:16][cH:17][cH:18]1)(=[O:19])[N:20]=[C:21]=[S:22].[CH:23]([Cl:24])([Cl:25])[Cl:26].[NH2:1][CH2:2][CH2:3][S:4][CH2:5][c:6]1[n:7][cH:8][cH:9][cH:10][cH:11]1>>[NH:1]([CH2:2][CH2:3][S:4][CH2:5][c:6]1[n:7][cH:8][cH:9][cH:10][cH:11]1)[C:21]([NH:20][C:12]([c:13]1[cH:14][cH:15][cH:16][cH:17][cH:18]1)=[O:19])=[S:22]. Starting materials: CC1C(=NNC(S1)=O)C=1C=C2C(C(NC2=CC1)=O)=NC1=CC=CC=C1 (1,3-dihydro-5-(3,6-dihydro-6-methyl-2-oxo -2H-1,3,4-thiadiazin-5-yl)-3-phenylimino-2H-indol-2- one), S1C(=CC=C1)C(=O)NN (2-thiophene carboxylic acid hydrazide). The product is CC1C(=NNC(S1)=O)C=1C=C2C(C(NC2=CC1)=O)=NNC(=O)C=1SC=CC1 (2-Thiophenecarboxylic acid, 2-[2,3-dihydro-5-(3,6-dihydro-6-methyl-2-oxo-2H-1,3,4-thiadiazin-5-yl)-2-oxo -1H-indol-3-ylidene]hydrazide). The yield is 35.0%. As a reaction SMILES: [CH3:1][CH:2]1[S:7][C:6](=[O:8])[NH:5][N:4]=[C:3]1[C:9]1[CH:10]=[C:11]2[C:15](=[CH:16][CH:17]=1)[NH:14][C:13](=[O:18])[C:12]2=[N:19]C1C=CC=CC=1.[S:26]1[CH:30]=[CH:29][CH:28]=[C:27]1[C:31]([NH:33]N)=[O:32]>>[CH3:1][CH:2]1[S:7][C:6](=[O:8])[NH:5][N:4]=[C:3]1[C:9]1[CH:10]=[C:11]2[C:15](=[CH:16][CH:17]=1)[NH:14][C:13](=[O:18])[C:12]2=[N:19][NH:33][C:31]([C:27]1[S:26][CH:30]=[CH:29][CH:28]=1)=[O:32]. Procedure: Starting from 1,3-dihydro-5-(3,6-dihydro-6-methyl-2-oxo -2H-1,3,4-thiadiazin-5-yl)-3-phenylimino-2H-indol-2- one and 2-thiophene carboxylic acid hydrazide and following the method described in Example 21, the desired compound was obtained. Starting materials: COC(CN)OC (2-aminoacetaldehyde dimethyl acetal), Cl.BrC1=C(C=C(C(OC)=N)C=C1)C (Methyl 4-bromo-3-methylbenzimidate hydrochloride), Cl (hydrochloride), OS(=O)(=O)O (H2SO4). The solvent is CO (methanol), O (H2O), [OH-].[Na+] (NaOH), CO (methanol). Conditions: time 36 hour. Product: BrC1=C(C=C(C=C1)C=1NC=CN1)C (2-(4-Bromo-3-methylphenyl)imidazole). Isolated yield 29.9%. As a reaction SMILES: Cl.[Br:2][C:3]1[CH:12]=[CH:11][C:6]([C:7](=[NH:10])OC)=[CH:5][C:4]=1[CH3:13].CO[CH:16](OC)[CH2:17][NH2:18].Cl.OS(O)(=O)=O>CO.O.[OH-].[Na+]>[Br:2][C:3]1[CH:12]=[CH:11][C:6]([C:7]2[NH:18][CH:17]=[CH:16][N:10]=2)=[CH:5][C:4]=1[CH3:13] |f:0.1,7.8|. Reported procedure: Methyl 4-bromo-3-methylbenzimidate hydrochloride (D87, 5.0 g; 21.9 mmol) was dissolved in methanol (30 ml) and stirred during the addition of a solution of 2-aminoacetaldehyde dimethyl acetal (2.4 ml; 21.9 mmol) in methanol (10 ml) over 30 minutes. Stirring was continued for 36 hours and evaporated in vacuo to yield an orange gum (7 g crude). This crude hydrochloride was treated with conc. H2SO4 (12 ml) at 5°, the heated at 50° for 10 minutes. The solution was cooled in ice, diluted with H2O and... The yield is 88.9%. Yields the product CN(C)CC(=O)N1CCC(C2=CC(=C(C=C12)N)OC)(C)C (1-[(dimethylamino)acetyl]-4,4-dimethyl-6-(methyloxy)-1,2,3,4-tetrahydro-7-quinolinamine). The reactants are CO (methanol), CC1(CCN(C2=CC(=C(C=C12)OC)[N+](=O)[O-])C(CN(C)C)=O)C ({2-[4,4-dimethyl-6-(methyloxy)-7-nitro-3,4-dihydro-1(2H)-quinolinyl]-2-oxoethyl}dimethylamine), [H][H] (hydrogen). Solvent: C(C)(=O)OCC (ethyl acetate), O (water). Reaction SMILES: [CH3:1][C:2]1([CH3:23])[C:11]2[C:6](=[CH:7][C:8]([N+:14]([O-])=O)=[C:9]([O:12][CH3:13])[CH:10]=2)[N:5]([C:17](=[O:22])[CH2:18][N:19]([CH3:21])[CH3:20])[CH2:4][CH2:3]1.CO.[H][H]>C(OCC)(=O)C.O.[Pd]>[CH3:21][N:19]([CH2:18][C:17]([N:5]1[C:6]2[C:11](=[CH:10][C:9]([O:12][CH3:13])=[C:8]([NH2:14])[CH:7]=2)[C:2]([CH3:23])([CH3:1])[CH2:3][CH2:4]1)=[O:22])[CH3:20]. Procedure: {2-[4,4-dimethyl-6-(methyloxy)-7-nitro-3,4-dihydro-1(2H)-quinolinyl]-2-oxoethyl}dimethylamine (assumed 2.8 mmol) was dissolved in a mixture of ethyl acetate (50 mL) and water (5 mL) and transferred to a Fischer Porter apparatus. 10% Palladium on carbon (500 mg, Aldrich) was added followed by methanol (5 mL) and the mixture stirred under 60 psi hydrogen pressure for 2 h. The pressure was released, the reaction vessel evacuated, and back-filled with nitrogen twice. The mixture was filtered through... The reagents and catalysts are [Pd] (Palladium on carbon).